describe an organic reaction: reactants, conditions, products, and yield From a dataset of the Open Reaction Database (ORD), a public repository of structured organic reaction records. The reactants are CC1=NC(=CC(=C1)CO)C ((2,6-Dimethylpyridin-4-yl)methanol), ClCCCl (DCE), S(=O)(Cl)Cl (thionyl chloride). Run in CN(C)C=O (DMF). Reaction conditions: time 1 hour. Product: Cl.ClCC1=CC(=NC(=C1)C)C (4-(chloromethyl)-2,6-dimethylpyridine hydrochloride). Reaction SMILES: [CH3:1][C:2]1[CH:7]=[C:6]([CH2:8]O)[CH:5]=[C:4]([CH3:10])[N:3]=1.[Cl:11]CCCl.S(Cl)([Cl:17])=O>CN(C=O)C>[ClH:11].[Cl:17][CH2:8][C:6]1[CH:7]=[C:2]([CH3:1])[N:3]=[C:4]([CH3:10])[CH:5]=1 |f:4.5|. Procedure details: (2,6-Dimethylpyridin-4-yl)methanol (457 mg) was mixed with DCE (8 ml), and thionyl chloride (0.6 ml) and DMF (19 mg) were added thereto, followed by stirring at room temperature for 1 hour. The reaction mixture was concentrated under reduced pressure to obtain 4-(chloromethyl)-2,6-dimethylpyridine hydrochloride (567 mg). The reactants are [9-(2,2-dimethyl-propyl)-8-oxo-3,6,7,8,9,10-hexahydro-2,3,9-triaza-(R)-cyclohepta[e]inden-7-yl]-carbamic acid benzyl ester, C(C)(=O)O (acetic acid), Cl.COC(C(CC=1C(=C2C=NNC2=CC1)CCl)NC(=O)OCC1=CC=CC=C1)=O (2-benzyloxycarbonylamino-3-(4-chloromethyl-1H-indazol-5-yl)-propionic acid methyl ester, hydrochloride), NCC1=CC=NC=C1 (4-(aminomethyl)pyridine). The solvent is C1(=CC=CC=C1)C (toluene). Product: C(C1=CC=CC=C1)OC(NC1CC2=C(C=3C=NNC3C=C2)CN(C1=O)CC1=CC=NC=C1)=O ((8-oxo-9-pyridin-4-ylmethyl-3,6,7,8,9,10-hexahydro-2,3,9-triaza-cyclohepta[e]inden-7-yl)-carbamic acid benzyl ester). As a reaction SMILES: Cl.C[O:3][C:4](=O)[CH:5]([NH:18][C:19]([O:21][CH2:22][C:23]1[CH:28]=[CH:27][CH:26]=[CH:25][CH:24]=1)=[O:20])[CH2:6][C:7]1[C:8]([CH2:16]Cl)=[C:9]2[C:13](=[CH:14][CH:15]=1)[NH:12][N:11]=[CH:10]2.[NH2:30][CH2:31][C:32]1[CH:37]=[CH:36][N:35]=[CH:34][CH:33]=1.C(O)(=O)C>C1(C)C=CC=CC=1>[CH2:22]([O:21][C:19](=[O:20])[NH:18][CH:5]1[C:4](=[O:3])[N:30]([CH2:31][C:32]2[CH:37]=[CH:36][N:35]=[CH:34][CH:33]=2)[CH2:16][C:8]2[C:9]3[CH:10]=[N:11][NH:12][C:13]=3[CH:14]=[CH:15][C:7]=2[CH2:6]1)[C:23]1[CH:28]=[CH:27][CH:26]=[CH:25][CH:24]=1 |f:0.1|. Procedure details: In a manner similar to [9-(2,2-dimethyl-propyl)-8-oxo-3,6,7,8,9,10-hexahydro-2,3,9-triaza-(R)-cyclohepta[e]inden-7-yl]-carbamic acid benzyl ester, the title compound was prepared by treating 2-benzyloxycarbonylamino-3-(4-chloromethyl-1H-indazol-5-yl)-propionic acid methyl ester, hydrochloride with 4-(aminomethyl)pyridine followed by treatment with acetic acid in refluxing toluene to give (8-oxo-9-pyridin-4-ylmethyl-3,6,7,8,9,10-hexahydro-2,3,9-triaza-cyclohepta[e]inden-7-yl)-carbamic acid benzyl... The reactants are COC=1C=CC2=C(SC3=C(C(N2)=O)C=CC=C3)C1 (7-methoxy-10,11-dihydrodibenzo[b,f][1,4]thiazepin-11-one), P12(=S)SP3(=S)SP(=S)(S1)SP(=S)(S2)S3 (phosphorus pentasulphide). Solvent: N1=CC=CC=C1 (pyridine). Product: COC=1C=CC2=C(SC3=C(C(N2)=S)C=CC=C3)C1 (7-Methoxy-10,11-dihydrodibenzo[b,f][1,4]thiazepin-11-thione). As a reaction SMILES: [CH3:1][O:2][C:3]1[CH:4]=[CH:5][C:6]2[NH:12][C:11](=O)[C:10]3[CH:14]=[CH:15][CH:16]=[CH:17][C:9]=3[S:8][C:7]=2[CH:18]=1.P12(SP3(SP(SP(S3)(S1)=S)(=S)S2)=S)=[S:20]>N1C=CC=CC=1>[CH3:1][O:2][C:3]1[CH:4]=[CH:5][C:6]2[NH:12][C:11](=[S:20])[C:10]3[CH:14]=[CH:15][CH:16]=[CH:17][C:9]=3[S:8][C:7]=2[CH:18]=1. Procedure details: To 7-methoxy-10,11-dihydrodibenzo[b,f][1,4]thiazepin-11-one (0.5 g, 1.95 mmol) in pyridine (10 ml) was added phosphorus pentasulphide (0.58 g, 0.675 equivalents) and the mixture was heated under reflux for 3.5 hours. The mixture was cooled and the pyridine was removed under reduced pressure, the residue washed with water and recrystallised from methanol to give the title compound as a yellow solid (0.38 g, m.p. 239°-241°, Rf 0.85 [silica, cyclohexane/ethyl acetate (1:1, v/v)]. The reactants are C[Si](C)(C)[N-][Si](C)(C)C.[Na+].COC1=CC=C(CC2(CC2)C#N)C=C1 (1-(4-Methoxy-benzyl)-cyclopropanecarbonitrile Sodium bis(trimethylsilyl)amide), C1(CC1)C#N (cyclopropanecarbonitrile), ClCC1=CC=C(C=C1)OC (1-chloromethyl-4-methoxy-benzene). The solvent is C1CCOC1 (THF), C1CCOC1 (THF). Reaction conditions: time 20 minute. Product: COC1=CC=C(CC2(CC2)C#N)C=C1 (1-(4-methoxy-benzyl)-cyclopropanecarbonitrile). RXN SMILES: C[Si]([N-][Si](C)(C)C)(C)C.[Na+].[CH3:11][O:12][C:13]1[CH:24]=[CH:23][C:16]([CH2:17][C:18]2([C:21]#[N:22])[CH2:20][CH2:19]2)=[CH:15][CH:14]=1.C1(C#N)CC1.ClCC1C=CC(OC)=CC=1>C1COCC1>[CH3:11][O:12][C:13]1[CH:24]=[CH:23][C:16]([CH2:17][C:18]2([C:21]#[N:22])[CH2:19][CH2:20]2)=[CH:15][CH:14]=1 |f:0.1.2|. Procedure: 1-(4-Methoxy-benzyl)-cyclopropanecarbonitrile Sodium bis(trimethylsilyl)amide (2 M in tetrahydrofuran, 37.5 mL, 75.0 mmol) was slowly added to a solution of cyclopropanecarbonitrile (3.35 g, 49.9 mmol) in THF (30 mL) at room temperature. The reaction mixture was stirred for 20 minutes and then a solution 1-chloromethyl-4-methoxy-benzene (7.83 g, 50.0 mmol) in THF was added. The mixture was heated at reflux for 3 hours and then quenched with a saturated aqueous solution of ammonium chloride (50 m... Reactants: C1(C=2C(C(N1C(C(=O)NC1=C(C=CC=C1C)C)CC)=O)=CC=CC2)=O (N-(2-phthalimido-butyryl)-2,6-dimethyl-aniline), O.NN (hydrazine hydrate). Solvent: C(C)O (ethanol). Reaction conditions: time 1 hour. The product is NC(C(=O)NC1=C(C=CC=C1C)C)CC (N-(2-amino-butyryl)-2,6-dimethyl-aniline). Isolated yield 87.1%. As a reaction SMILES: C1(=O)[N:5]([CH:6]([CH2:18][CH3:19])[C:7]([NH:9][C:10]2[C:15]([CH3:16])=[CH:14][CH:13]=[CH:12][C:11]=2[CH3:17])=[O:8])C(=O)C2=CC=CC=C12.O.NN>C(O)C>[NH2:5][CH:6]([CH2:18][CH3:19])[C:7]([NH:9][C:10]1[C:15]([CH3:16])=[CH:14][CH:13]=[CH:12][C:11]=1[CH3:17])=[O:8] |f:1.2|. Procedure: A mixture of 17.7 g (52.6 mmoles) of N-(2-phthalimido-butyryl)-2,6-dimethyl-aniline, 14.2 ml of a 85% aqueous hydrazine hydrate solution and 250 ml of ethanol is boiled for one hour, and then the mixture is processed as described in Example 11. The product is triturated with petroleum ether. 9.45 g of N-(2-amino-butyryl)-2,6-dimethyl-aniline are obtained; m.p.: 48°-49° C. The product is obtained with a yield of 87.1%. The hydrochloride of the compound melts at 213°-214° C. [the melting point rep... Reactants: CC(=O)NC(Cc1ccccc1)C(=O)O, ClCCl, CCCCCNC(=O)C(N)Cc1cccc(N2CC(=O)N(Cc3ccc(OC)cc3)S2(=O)=O)c1, On1nnc2ccccc21. Yields the product CCCCCNC(=O)C(Cc1cccc(N2CC(=O)N(Cc3ccc(OC)cc3)S2(=O)=O)c1)NC(=O)C(Cc1ccccc1)NC(C)=O. Reaction SMILES: [C:11]([CH3:12])(=[O:13])[NH:14][CH:15]([C:16](=[O:17])[OH:18])[CH2:19][c:20]1[cH:21][cH:22][cH:23][cH:24][cH:25]1.[Cl:60][CH2:61][Cl:62].[NH2:26][CH:27]([C:28](=[O:29])[NH:30][CH2:31][CH2:32][CH2:33][CH2:34][CH3:35])[CH2:36][c:37]1[cH:38][c:39]([N:43]2[S:44](=[O:58])(=[O:59])[N:45]([CH2:49][c:50]3[cH:51][cH:52][c:53]([O:56][CH3:57])[cH:54][cH:55]3)[C:46](=[O:48])[CH2:47]2)[cH:40][cH:41][cH:42]1.[OH:1][n:2]1[c:3]2[c:4]([cH:5][cH:6][cH:7][cH:8]2)[n:9][n:10]1>>[C:11]([CH3:12])(=[O:13])[NH:14][CH:15]([C:16](=[O:17])[NH:26][CH:27]([C:28](=[O:29])[NH:30][CH2:31][CH2:32][CH2:33][CH2:34][CH3:35])[CH2:36][c:37]1[cH:38][c:39]([N:43]2[S:44](=[O:58])(=[O:59])[N:45]([CH2:49][c:50]3[cH:51][cH:52][c:53]([O:56][CH3:57])[cH:54][cH:55]3)[C:46](=[O:48])[CH2:47]2)[cH:40][cH:41][cH:42]1)[CH2:19][c:20]1[cH:21][cH:22][cH:23][cH:24][cH:25]1. Reported procedure: A solution of 3-(2-benzoyloxymethylphenyl)-5-(3-methoxyphenyl)-1H-1,2,4-triazole (37.1 g, 0.1 mole) in 10% NaOH (160 ml) and 95% ethanol (240 ml) is heated to 70° C. for one hour, then ethanol is distilled under vacuum and the reaction mixture is diluted with water (240 ml) and decolorized with activated carbon. The filtrate is brought to pH 8 by the addition of 10% HCl and stirred at room temperature for a few hours. The solid which separates is recovered by filtration and dried under vacuum yi... The product is OCC1=C(C=CC=C1)C1=NNC(=N1)C1=CC(=CC=C1)OC (3-(2-hydroxymethylphenyl)-5-(3-methoxyphenyl)-1H-1,2,4-triazole). Reactants: C(C1=CC=CC=C1)(=O)OCC1=C(C=CC=C1)C1=NNC(=N1)C1=CC(=CC=C1)OC (3-(2-benzoyloxymethylphenyl)-5-(3-methoxyphenyl)-1H-1,2,4-triazole). As a reaction SMILES: C([O:9][CH2:10][C:11]1[CH:16]=[CH:15][CH:14]=[CH:13][C:12]=1[C:17]1[N:21]=[C:20]([C:22]2[CH:27]=[CH:26][CH:25]=[C:24]([O:28][CH3:29])[CH:23]=2)[NH:19][N:18]=1)(=O)C1C=CC=CC=1>[OH-].[Na+].C(O)C>[OH:9][CH2:10][C:11]1[CH:16]=[CH:15][CH:14]=[CH:13][C:12]=1[C:17]1[N:21]=[C:20]([C:22]2[CH:27]=[CH:26][CH:25]=[C:24]([O:28][CH3:29])[CH:23]=2)[NH:19][N:18]=1 |f:1.2|. Yield: 86.0%. Run in [OH-].[Na+] (NaOH), C(C)O (ethanol).